Dataset: the Open Reaction Database (ORD), a public repository of structured organic reaction records. Task: describe an organic reaction: reactants, conditions, products, and yield The reactants are BrC1=C(C=CC(=C1)[N+](=O)[O-])O (2-Bromo-4-nitrophenol), C([O-])([O-])=O.[K+].[K+] (potassium carbonate), C(C1=CC=CC=C1)Br (benzyl bromide). Solvent: CN(C=O)C (dimethylformamide), O (water). Reaction conditions: time 8 hour. The product is C(C1=CC=CC=C1)OC1=C(C=C(C=C1)[N+](=O)[O-])Br (1-Benzyloxy-2-bromo-4-nitrobenzene). As a reaction SMILES: [Br:1][C:2]1[CH:7]=[C:6]([N+:8]([O-:10])=[O:9])[CH:5]=[CH:4][C:3]=1[OH:11].C(=O)([O-])[O-].[K+].[K+].[CH2:18](Br)[C:19]1[CH:24]=[CH:23][CH:22]=[CH:21][CH:20]=1>CN(C)C=O.O>[CH2:18]([O:11][C:3]1[CH:4]=[CH:5][C:6]([N+:8]([O-:10])=[O:9])=[CH:7][C:2]=1[Br:1])[C:19]1[CH:24]=[CH:23][CH:22]=[CH:21][CH:20]=1 |f:1.2.3|. Procedure: 2-Bromo-4-nitrophenol (10 g), potassium carbonate (12.7 g) and benzyl bromide were dissolved in dimethylformamide and the mixture was stirred overnight. The mixture was diluted with water (1 L) and extracted with ethyl acetate (3×50 ml). The organic laver was washed with water, brine, dried (MgSO4) and the solvent was evaporated under reduced pressure. The residue was purified by flash column chromatography on silica gel, eluting with hexane/EtOAc (95:5) to give the title compound as a pale vell... RXN SMILES: [Na]C[C:3](=O)[CH2:4][C:5]([O:7]CC)=[O:6].[I-].[Na+].Cl[CH:14]([CH3:18])[C:15](=[O:17])[CH3:16].[CH3:19]C(C)=O>>[CH3:3][C:4]1([C:5]([OH:7])=[O:6])[CH2:19][C:14]([CH3:18])=[C:15]([CH3:16])[O:17]1 |f:1.2|. The reactants are [Na]CC(CC(=O)OCC)=O (ethyl sodioacetoacetate), [I-].[Na+] (sodium iodide), CC(=O)C (acetone), ClC(C(C)=O)C (3-chloro-2-butanone). Yield: 76.0%. Procedure details: To a stirred and refluxing solution of ethyl sodioacetoacetate (153 g.), sodium iodide (2 g.) and dry acetone (500 ml.) was added 3-chloro-2-butanone (1.1 mol., 117 g.) and the refluxing and stirring continued for 11/2 hours. The precipitated sodium chloride was filtered off from the reaction mixture and the acetone was removed from the filtrate. To the residue, water was added and the oily intermediate extracted with benzene. The benzene solution was treated with p-toluenesulfonic acid (0.5g.) ... The product is CC1(OC(=C(C1)C)C)C(=O)O (2,4,5-trimethylfuroic acid).